This data is from the Open Reaction Database (ORD), a public repository of structured organic reaction records. The task is: describe an organic reaction: reactants, conditions, products, and yield Procedure details: 3-(pyridin-3-yloxy)-4,5-dihydroisoxazole I-170a and I-170b were prepared in 3 steps from 1-(trifluoromethyl)-4-vinylbenzene using the cycloaddition conditions from Method 5. The resulting bromo-4,5-dihydroisoxazole was reacted with 5-hydroxypicolinic acid methyl ester using Method 5 followed by hydrolysis using the analogous conditions as in example 94. These compounds can be separated using chiral HPLC methods known in the art. For example, see chiral HPLC Method disclosed herein. [M+H]+=353.0 ... Reaction SMILES: FC(F)(F)C1C=CC(C=C)=CC=1.Br[C:14]1[CH2:18][CH2:17][O:16][N:15]=1.COC(=O)[C:22]1[CH:27]=[CH:26][C:25]([OH:28])=[CH:24][N:23]=1>>[N:23]1[CH:22]=[CH:27][CH:26]=[C:25]([O:28][C:14]2[CH2:18][CH2:17][O:16][N:15]=2)[CH:24]=1. Starting materials: FC(C1=CC=C(C=C1)C=C)(F)F (1-(trifluoromethyl)-4-vinylbenzene), BrC1=NOCC1 (bromo-4,5-dihydroisoxazole), COC(C1=NC=C(C=C1)O)=O (5-hydroxypicolinic acid methyl ester). Product: N1=CC(=CC=C1)OC1=NOCC1 (3-(pyridin-3-yloxy)-4,5-dihydroisoxazole). Reactants: C(C1=CC=CC=C1)(=O)NC(=S)NC1=NC=C(C=C1OC1=CC=C(C=C1)F)Br (1-benzoyl-3-(5-bromo-3-(4-fluorophenoxy)pyridin-2-yl)thiourea), [OH-].[Na+] (sodium hydroxide). Yields the product BrC=1C=C(C(=NC1)NC(=S)N)OC1=CC=C(C=C1)F (1-(5-bromo-3-(4-fluorophenoxy)pyridin-2-yl)thiourea). Yield: 84.2%. Reaction SMILES: C([NH:9][C:10]([NH:12][C:13]1[C:18]([O:19][C:20]2[CH:25]=[CH:24][C:23]([F:26])=[CH:22][CH:21]=2)=[CH:17][C:16]([Br:27])=[CH:15][N:14]=1)=[S:11])(=O)C1C=CC=CC=1.[OH-].[Na+]>>[Br:27][C:16]1[CH:17]=[C:18]([O:19][C:20]2[CH:25]=[CH:24][C:23]([F:26])=[CH:22][CH:21]=2)[C:13]([NH:12][C:10]([NH2:9])=[S:11])=[N:14][CH:15]=1 |f:1.2|. Reported procedure: Following the procedure in Example 7, Step D, 1-benzoyl-3-(5-bromo-3-(4-fluorophenoxy)pyridin-2-yl)thiourea (1150 mg, 2.58 mmol) and 3M sodium hydroxide (1.7 mL, 5.1 mmol) provided 1-(5-bromo-3-(4-fluorophenoxy)pyridin-2-yl)thiourea (743 mg, 84.3% yield) as a white solid. The product is COc1ccc2c(c1)OCCC2(C)C. The reactants are Cc1ccccc1, COc1ccc(C(C)(C)CCO)c(O)c1, Cc1ccc(S(=O)(=O)O)cc1. As a reaction SMILES: [CH3:27][c:28]1[cH:29][cH:30][cH:31][cH:32][cH:33]1.[OH:1][CH2:2][CH2:3][C:4]([CH3:5])([CH3:6])[c:7]1[c:8]([OH:15])[cH:9][c:10]([O:13][CH3:14])[cH:11][cH:12]1.[c:16]1([CH3:17])[cH:18][cH:19][c:20]([S:21]([OH:22])(=[O:23])=[O:24])[cH:25][cH:26]1>>[CH2:2]1[CH2:3][C:4]([CH3:5])([CH3:6])[c:7]2[c:8]([cH:9][c:10]([O:13][CH3:14])[cH:11][cH:12]2)[O:15]1. Reactants: C1(=CC=CC2=CC=CC=C12)NC(=O)CC(=O)OCC (ethyl α-naphthylcarbamoylacetate), NO (hydroxylamine), Cl.NO (hydroxylamine hydrochloride), [Na] (sodium). The solvent is CO (methanol). Product: C1(=CC=CC2=CC=CC=C12)NC(=O)CC(=O)NO (α-Naphthylcarbamoylacetohydroxamic acid). The yield is 62.0%. RXN SMILES: [C:1]1([NH:11][C:12]([CH2:14][C:15]([O:17]CC)=O)=[O:13])[C:10]2[C:5](=[CH:6][CH:7]=[CH:8][CH:9]=2)[CH:4]=[CH:3][CH:2]=1.[NH2:20][OH:21].Cl.NO.[Na]>CO>[C:1]1([NH:11][C:12]([CH2:14][C:15]([NH:20][OH:21])=[O:17])=[O:13])[C:10]2[C:5](=[CH:6][CH:7]=[CH:8][CH:9]=2)[CH:4]=[CH:3][CH:2]=1 |f:2.3,^1:24|. Procedure details: 19.3 g (0.075 mol) of ethyl α-naphthylcarbamoylacetate are treated with a solution of hydroxylamine, prepared from 5.6 g (0.08 mol) of hydroxylamine hydrochloride and 3.68 g of sodium in 250 ml of methanol. After leaving the reactants in contact for 5 hours, the mixture is evaporated to dryness in vacuo, the residue is taken up in 400 ml of cold water, the solution is filtered over charcoal, and the product is precipitated cold with 3 N HCl, filtered off and washed with water. CRL 40,518 is obta... Reactants: FC=1C(=C2C=3N([C@H](CO2)C)C=C(C(C3C1)=O)C(=O)O)F ((-) -9,10-difluoro-3(S)-methyl-7-oxo-2,3-dihydro-7H-pyrido [1,2,3-de]-1,4-benzoxazine-6-carboxylic acid), Cl.N1(N=CN=C1)C1CNCC1 (3-(1,2,4-triazol-1-yl)pyrrolidine hydrochloride), C1CCC2=NCCCN2CC1 (DBU). Run in C(C)#N (acetonitrile). Product: FC=1C(=C2C=3N([C@H](CO2)C)C=C(C(C3C1)=O)C(=O)O)N1CC(CC1)N1N=CN=C1 ((-)-9-Fluoro-3(S)-methyl-10-[3-(1,2,4-triazol-1-yl) pyrrolidin-1-yl]-7-oxo-2,3-dihydro-7H-pyrido-[1,2,3-de]-1,4-benzoxazine-6-carboxylic acid). RXN SMILES: [F:1][C:2]1[C:3](F)=[C:4]2[O:9][CH2:8][C@H:7]([CH3:10])[N:6]3[CH:11]=[C:12]([C:17]([OH:19])=[O:18])[C:13](=[O:16])[C:14]([CH:15]=1)=[C:5]23.Cl.[N:22]1([CH:27]2[CH2:31][CH2:30][NH:29][CH2:28]2)[CH:26]=[N:25][CH:24]=[N:23]1.C1CCN2C(=NCCC2)CC1>C(#N)C>[F:1][C:2]1[C:3]([N:29]2[CH2:30][CH2:31][CH:27]([N:22]3[CH:26]=[N:25][CH:24]=[N:23]3)[CH2:28]2)=[C:4]2[O:9][CH2:8][C@H:7]([CH3:10])[N:6]3[CH:11]=[C:12]([C:17]([OH:19])=[O:18])[C:13](=[O:16])[C:14]([CH:15]=1)=[C:5]23 |f:1.2|. Procedure: A suspension of 70.25 mg (0.25 mmol) of (-) -9,10-difluoro-3(S)-methyl-7-oxo-2,3-dihydro-7H-pyrido [1,2,3-de]-1,4-benzoxazine-6-carboxylic acid and 87 mg (0.5 mmol) of 3-(1,2,4-triazol-1-yl)pyrrolidine hydrochloride in 3 ml of acetonitrile in the presence of 76 mg (0.5 mmol) DBU was stirred under nitrogen at reflux condition overnight. The yellow solution was then evaporated to dryness and to the residue, water was added and solid collected. The off-white solid was dissolved in chloroform and th...